describe an organic reaction: reactants, conditions, products, and yield From a dataset of the Open Reaction Database (ORD), a public repository of structured organic reaction records. The reactants are C1CCOC1, COC(=O)CCC(C(N)=O)N1Cc2c(O)cccc2C1=O, CC(C)OC(=O)N=NC(=O)OC(C)C, OCc1ccc2occc2c1. Product: COC(=O)CCC(C(N)=O)N1Cc2c(OCc3ccc4occc4c3)cccc2C1=O. RXN SMILES: [CH2:47]1[O:48][CH2:49][CH2:50][CH2:51]1.[NH2:15][C:16]([CH:17]([CH2:18][CH2:19][C:20](=[O:21])[O:22][CH3:23])[N:24]1[C:25](=[O:34])[c:26]2[cH:27][cH:28][cH:29][c:30]([OH:33])[c:31]2[CH2:32]1)=[O:35].[O:1]=[C:2]([O:3][CH:4]([CH3:5])[CH3:6])[N:7]=[N:8][C:9]([O:10][CH:11]([CH3:12])[CH3:13])=[O:14].[o:36]1[cH:37][cH:38][c:39]2[c:40]1[cH:41][cH:42][c:43]([CH2:45][OH:46])[cH:44]2>>[NH2:15][C:16]([CH:17]([CH2:18][CH2:19][C:20](=[O:21])[O:22][CH3:23])[N:24]1[C:25](=[O:34])[c:26]2[cH:27][cH:28][cH:29][c:30]([O:33][CH2:45][c:43]3[cH:42][cH:41][c:40]4[o:36][cH:37][cH:38][c:39]4[cH:44]3)[c:31]2[CH2:32]1)=[O:35]. Starting materials: N1(CCOCC1)CC1CC(=NO1)CO ([5-(morpholin-4-ylmethyl)-4,5-dihydro-isoxazol-3-yl]methanol), C(C)(C)N(CC)C(C)C (diisopropylethylamine), CS(=O)(=O)Cl (methanesulfonyl chloride), O (water). Run in ClCCl (dichloromethane). Reaction conditions: time 3 hour. Yields the product CS(=O)(=O)OCC1=NOC(C1)CN1CCOCC1 ([5-((morpholin-4-yl)methyl)-4,5-dihydro-isoxazol-3-yl]methanol methanesulfonate). RXN SMILES: [N:1]1([CH2:7][CH:8]2[O:12][N:11]=[C:10]([CH2:13][OH:14])[CH2:9]2)[CH2:6][CH2:5][O:4][CH2:3][CH2:2]1.C(N(C(C)C)CC)(C)C.[CH3:24][S:25](Cl)(=[O:27])=[O:26].O>ClCCl>[CH3:24][S:25]([O:14][CH2:13][C:10]1[CH2:9][CH:8]([CH2:7][N:1]2[CH2:6][CH2:5][O:4][CH2:3][CH2:2]2)[O:12][N:11]=1)(=[O:27])=[O:26]. Procedure details: To a solution of [5-(morpholin-4-ylmethyl)-4,5-dihydro-isoxazol-3-yl]methanol (0.38 g) in dichloromethane was added dropwise diisopropylethylamine (0.33 mL) and methanesulfonyl chloride (0.15 mL). The resulting solution was stirred at room temperature for 3 h and treated with water. The layers were separated and the organic layer was dried (Na2SO4) en concentrated in vacuo to afford [5-((morpholin-4-yl)methyl)-4,5-dihydro-isoxazol-3-yl]methanol methanesulfonate, 0.52 g (˜100%). Rf 0.63 (CH2Cl2/M... The reactants are O=[N+]([O-])c1ccc(Cl)cc1CBr, CN(C)C=O, COC(=O)CCN, Cl, [Li+], [OH-], O. Yields the product COC(=O)CCNCc1cc(Cl)ccc1[N+](=O)[O-]. As a reaction SMILES: [Br:12][CH2:13][c:14]1[c:15]([N+:21](=[O:22])[O-:23])[cH:16][cH:17][c:18]([Cl:20])[cH:19]1.[CH3:24][N:25]([CH3:26])[CH:27]=[O:28].[CH3:5][O:6][C:7]([CH2:8][CH2:9][NH2:10])=[O:11].[ClH:4].[Li+:3].[OH-:2].[OH2:1]>>[CH3:5][O:6][C:7]([CH2:8][CH2:9][NH:10][CH2:13][c:14]1[c:15]([N+:21](=[O:22])[O-:23])[cH:16][cH:17][c:18]([Cl:20])[cH:19]1)=[O:11].